describe an organic reaction: reactants, conditions, products, and yield From a dataset of the Open Reaction Database (ORD), a public repository of structured organic reaction records. Reactants: ClC1=CC(=C(C=C1)/C=C/C(=O)C=1C=CC(N(C1)C)=O)C (5-[(E)-3-(4-Chloro-2-methyl-phenyl)-acryloyl]-1-methyl-1H-pyridin-2-one), CS(=O)(=O)C1=CC=C(C=C1)B(O)O (4-(methylsulfonyl)phenyl-boronic acid), C(O)([O-])=O.[Na+] (sodium hydrogencarbonate). Reagents/catalysts: C1/C=C\CC/C=C\C1.C1/C=C\CC/C=C\C1.[Cl-].[Cl-].[Rh].[Rh] (chloro(1,5-cyclooctadiene)rhodium(I) dimer). Run in O1CCOCC1 (1,4-dioxane), O (water). The product is ClC1=CC(=C(C=C1)C(CC(=O)C=1C=CC(N(C1)C)=O)C1=CC=C(C=C1)S(=O)(=O)C)C (5-(3-(4-Chloro-2-methylphenyl)-3-(4-(methylsulfonyl)phenyl)propanoyl)-1-methylpyridin-2(1H)-one). As a reaction SMILES: [Cl:1][C:2]1[CH:7]=[CH:6][C:5](/[CH:8]=[CH:9]/[C:10]([C:12]2[CH:13]=[CH:14][C:15](=[O:19])[N:16]([CH3:18])[CH:17]=2)=[O:11])=[C:4]([CH3:20])[CH:3]=1.[CH3:21][S:22]([C:25]1[CH:30]=[CH:29][C:28](B(O)O)=[CH:27][CH:26]=1)(=[O:24])=[O:23].C(=O)([O-])O.[Na+]>O1CCOCC1.O.C1CC=CCCC=C1.C1CC=CCCC=C1.[Cl-].[Cl-].[Rh].[Rh]>[Cl:1][C:2]1[CH:7]=[CH:6][C:5]([CH:8]([C:28]2[CH:29]=[CH:30][C:25]([S:22]([CH3:21])(=[O:24])=[O:23])=[CH:26][CH:27]=2)[CH2:9][C:10]([C:12]2[CH:13]=[CH:14][C:15](=[O:19])[N:16]([CH3:18])[CH:17]=2)=[O:11])=[C:4]([CH3:20])[CH:3]=1 |f:2.3,6.7.8.9.10.11|. Reported procedure: In analogy to example 203, step 1, 5-[(E)-3-(4-chloro-2-methyl-phenyl)-acryloyl]-1-methyl-1H-pyridin-2-one (example 323, step 3) was reacted with 4-(methylsulfonyl)phenyl-boronic acid in the presence of chloro(1,5-cyclooctadiene)rhodium(I) dimer and sodium hydrogencarbonate in 1,4-dioxane and water at 60° C. to give the title compound as a colourless solid, MS (ESI+): m/z=444.2 [M+H]+. The reactants are cis-5-Methoxymethyl-Boc-3-Pyrrolidine Benzyl Ester, COC[C@@H]1C[C@@H](CN1C(=O)OC(C)(C)C)C(=O)O (cis-5-Methoxymethyl-Boc-3-pyrrolidine carboxylic acid), CN(C)C=O (DMF), cis-Boc-(5-MOM)-PCA-OBn, CS2CO3, C(C1=CC=CC=C1)Br (benzyl bromide). Run at time 24 hour. The product is COC[C@@H]1C[C@@H](CN1C(=O)OCC1=CC=CC=C1)C#N (cis-5-Methoxymethyl-3-Cyano-Cbz-Pyrrolidine). Yield: 85.0%. As a reaction SMILES: [CH3:1][O:2][CH2:3][C@H:4]1[N:8]([C:9]([O:11][C:12]([CH3:15])(C)C)=[O:10])[CH2:7][C@@H:6]([C:16](O)=O)[CH2:5]1.[CH2:19](Br)[C:20]1C=C[CH:23]=[CH:22][CH:21]=1.C[N:28](C=O)C>>[CH3:1][O:2][CH2:3][C@H:4]1[N:8]([C:9]([O:11][CH2:12][C:15]2[CH:23]=[CH:22][CH:21]=[CH:20][CH:19]=2)=[O:10])[CH2:7][C@@H:6]([C:16]#[N:28])[CH2:5]1. Reported procedure: cis-5-Methoxymethyl-Boc-3-Pyrrolidine Benzyl Ester Acid {cis-Boc-(5-MOM)-PCA-OBn} 4.8. cis-5-Methoxymethyl-Boc-3-pyrrolidine carboxylic acid (1.4 g, 5.3 mmol) was dissolved in DMF (26.5 mL). CS2CO3 (1.73 g, 5.3 mmol) and benzyl bromide (0.76 mL, 6.4 mmol) were added, and the reaction mixture was stirred 24 h at room temperature. The reaction mixture was concentrated, and the residue was dissolved in H2O. The aqueous solution was extracted with ethyl acetate. The organic layer was dried over MgSO... Reactants: CCCCc1nc(C)c(Br)c(=O)n1Cc1ccc(-c2ccccc2C#N)cc1, CC1(C)OB(C2=CCCCC2)OC1(C)C, O=C([O-])[O-], CCOC(C)=O, [Cs+], [Cs+], C1CCOC1. The product is CCCCc1nc(C)c(C2=CCCCC2)c(=O)n1Cc1ccc(-c2ccccc2C#N)cc1. Reaction SMILES: [Br:1][c:2]1[c:3]([CH3:28])[n:4][c:5]([CH2:24][CH2:25][CH2:26][CH3:27])[n:6]([CH2:9][c:10]2[cH:11][cH:12][c:13](-[c:16]3[c:17]([C:22]#[N:23])[cH:18][cH:19][cH:20][cH:21]3)[cH:14][cH:15]2)[c:7]1=[O:8].[C:29]1([B:35]2[O:36][C:37]([CH3:38])([CH3:39])[C:40]([CH3:41])([CH3:42])[O:43]2)=[CH:30][CH2:31][CH2:32][CH2:33][CH2:34]1.[C:44](=[O:45])([O-:46])[O-:47].[CH3:55][CH2:56][O:57][C:58](=[O:59])[CH3:60].[Cs+:48].[Cs+:49].[O:50]1[CH2:51][CH2:52][CH2:53][CH2:54]1>>[c:2]1([C:29]2=[CH:30][CH2:31][CH2:32][CH2:33][CH2:34]2)[c:3]([CH3:28])[n:4][c:5]([CH2:24][CH2:25][CH2:26][CH3:27])[n:6]([CH2:9][c:10]2[cH:11][cH:12][c:13](-[c:16]3[c:17]([C:22]#[N:23])[cH:18][cH:19][cH:20][cH:21]3)[cH:14][cH:15]2)[c:7]1=[O:8]. Reactants: O=C([O-])O, C=CCC(C(=O)OCC)C1CCN(C(=O)OCc2ccccc2)CC1, [O-][I+3]([O-])([O-])[O-], [Na+], [Na+], [Na+], [Na+], C1CCOC1, O, O=S([O-])[O-]. Yields the product CCOC(=O)C(CC=O)C1CCN(C(=O)OCc2ccccc2)CC1. Reaction SMILES: [C:44](=[O:45])([OH:46])[O-:47].[CH2:1]([CH3:2])[O:3][C:4](=[O:5])[CH:6]([CH2:7][CH:8]=[CH2:9])[CH:10]1[CH2:11][CH2:12][N:13]([C:16](=[O:17])[O:18][CH2:19][c:20]2[cH:21][cH:22][cH:23][cH:24][cH:25]2)[CH2:14][CH2:15]1.[I+3:26]([O-:27])([O-:28])([O-:29])[O-:30].[Na+:31].[Na+:42].[Na+:43].[Na+:48].[O:32]1[CH2:33][CH2:34][CH2:35][CH2:36]1.[OH2:37].[S:38]([O-:39])([O-:40])=[O:41]>>[CH2:1]([CH3:2])[O:3][C:4](=[O:5])[CH:6]([CH2:7][CH:8]=[O:27])[CH:10]1[CH2:11][CH2:12][N:13]([C:16](=[O:17])[O:18][CH2:19][c:20]2[cH:21][cH:22][cH:23][cH:24][cH:25]2)[CH2:14][CH2:15]1. Reported procedure: A mixture of 2-chloropyridine (19.4 g), 1-(piperid-4-yl)methylamine (14.25 g), sodium carbonate (11.4 g) and 3-methyl-1-butanol (100 ml), was stirred and heated under reflux for 16 hours, then filtered. The solvent was removed in vacuo to leave an oil which was distilled to give 1-[1-(pyrid-2-yl)piperid-4-yl]methylamine as a pale yellow oil (5.65 g), b.p. 126°-130° C. at 0.6 mbar. Product: N1=C(C=CC=C1)N1CCC(CC1)CN (1-[1-(pyrid-2-yl)piperid-4-yl]methylamine). The yield is 23.7%. Starting materials: ClC1=NC=CC=C1 (2-chloropyridine), N1CCC(CC1)CN (1-(piperid-4-yl)methylamine), C([O-])([O-])=O.[Na+].[Na+] (sodium carbonate). RXN SMILES: Cl[C:2]1[CH:7]=[CH:6][CH:5]=[CH:4][N:3]=1.[NH:8]1[CH2:13][CH2:12][CH:11]([CH2:14][NH2:15])[CH2:10][CH2:9]1.C(=O)([O-])[O-].[Na+].[Na+]>CC(C)CCO>[N:3]1[CH:4]=[CH:5][CH:6]=[CH:7][C:2]=1[N:8]1[CH2:13][CH2:12][CH:11]([CH2:14][NH2:15])[CH2:10][CH2:9]1 |f:2.3.4|. The solvent is CC(CCO)C (3-methyl-1-butanol). Reactants: BrC=1C=CC(=C2CCC(NC12)=O)OC (8-Bromo-5-methoxy-3,4-dihydro-1H-quinolin-2-one), C([O-])([O-])=O.[K+].[K+] (potassium carbonate), C1(=CC=CC=C1)B(O)O (phenylboronic acid). Reagents/catalysts: C=1C=CC(=CC1)[P](C=2C=CC=CC2)(C=3C=CC=CC3)[Pd]([P](C=4C=CC=CC4)(C=5C=CC=CC5)C=6C=CC=CC6)([P](C=7C=CC=CC7)(C=8C=CC=CC8)C=9C=CC=CC9)[P](C=1C=CC=CC1)(C=1C=CC=CC1)C=1C=CC=CC1 (tetrakis(triphenylphosphine)palladium). The solvent is O1CCOCC1 (dioxane). The product is COC1=C2CCC(NC2=C(C=C1)C1=CC=CC=C1)=O (5-methoxy-8-phenyl-3,4-dihydro-1H-quinolin-2-one). Isolated yield 83.9%. RXN SMILES: Br[C:2]1[CH:3]=[CH:4][C:5]([O:13][CH3:14])=[C:6]2[C:11]=1[NH:10][C:9](=[O:12])[CH2:8][CH2:7]2.C(=O)([O-])[O-].[K+].[K+].[C:21]1(B(O)O)[CH:26]=[CH:25][CH:24]=[CH:23][CH:22]=1>O1CCOCC1.C1C=CC([P]([Pd]([P](C2C=CC=CC=2)(C2C=CC=CC=2)C2C=CC=CC=2)([P](C2C=CC=CC=2)(C2C=CC=CC=2)C2C=CC=CC=2)[P](C2C=CC=CC=2)(C2C=CC=CC=2)C2C=CC=CC=2)(C2C=CC=CC=2)C2C=CC=CC=2)=CC=1>[CH3:14][O:13][C:5]1[CH:4]=[CH:3][C:2]([C:21]2[CH:26]=[CH:25][CH:24]=[CH:23][CH:22]=2)=[C:11]2[C:6]=1[CH2:7][CH2:8][C:9](=[O:12])[NH:10]2 |f:1.2.3,^1:39,41,60,79|. Procedure details: 8-Bromo-5-methoxy-3,4-dihydro-1H-quinolin-2-one (10.0 g), tetrakis(triphenylphosphine)palladium (0.45 g) and potassium carbonate (5.4 g) were suspended in dioxane (100 ml), and phenylboronic acid (5.24 g) was added, followed by heating under reflux in an argon atmosphere for 2 hours. The reaction mixture was concentrated under reduced pressure, water was added to the residue, and the resulting mixture was subjected to extraction with ethyl acetate. The extract was washed twice with water, washed...